From a dataset of the Open Reaction Database (ORD), a public repository of structured organic reaction records. describe an organic reaction: reactants, conditions, products, and yield Starting materials: C1(=CC=CC=C1)COC(=O)N1CCC(CC1)(C1=CC=C(C=C1)NC(=O)OCC1=CC=CC=C1)O (4-Hydroxy-4-[4-[[(phenylmethoxy)carbonyl]amino]phenyl]-1-piperidinecarboxylic acid phenylmethyl ester), FC(C(=O)O)(F)F (trifluoroacetic acid). Solvent: C([O-])([O-])=O.[K+].[K+] (potassium carbonate), C(Cl)Cl (methylene chloride). Reaction conditions: time 3 hour. Yields the product C1(=CC=CC=C1)COC(=O)N1CCC(=CC1)C1=CC=C(C=C1)NC(=O)OCC1=CC=CC=C1 (3,6-Dihydro-4-[4-[[(phenylmethoxy)carbonyl]amino]phenyl]-1(2 H)-pyridinecarboxylic acid phenylmethyl ester). RXN SMILES: [C:1]1([CH2:7][O:8][C:9]([N:11]2[CH2:16][CH2:15][C:14](O)([C:17]3[CH:22]=[CH:21][C:20]([NH:23][C:24]([O:26][CH2:27][C:28]4[CH:33]=[CH:32][CH:31]=[CH:30][CH:29]=4)=[O:25])=[CH:19][CH:18]=3)[CH2:13][CH2:12]2)=[O:10])[CH:6]=[CH:5][CH:4]=[CH:3][CH:2]=1.FC(F)(F)C(O)=O>C(Cl)Cl.C(=O)([O-])[O-].[K+].[K+]>[C:1]1([CH2:7][O:8][C:9]([N:11]2[CH2:12][CH:13]=[C:14]([C:17]3[CH:18]=[CH:19][C:20]([NH:23][C:24]([O:26][CH2:27][C:28]4[CH:33]=[CH:32][CH:31]=[CH:30][CH:29]=4)=[O:25])=[CH:21][CH:22]=3)[CH2:15][CH2:16]2)=[O:10])[CH:6]=[CH:5][CH:4]=[CH:3][CH:2]=1 |f:3.4.5|. Procedure: A solution of 4-hydroxy-4-[4-[[(phenylmethoxy)carbonyl]amino]phenyl]-1-piperidinecarboxylic acid phenylmethyl ester (EXAMPLE 17, Step 1, 2.50 g) in dry methylene chloride under N2 is treated with trifluoroacetic acid (0.84 mL), stirred at ambient temperature for three hours, diluted with saturated aqueous potassium carbonate (25 mL) to neutralize excess trifluouroacetic acid, and the layers are separated. The organic phase is washed with water (20 mL) and saline (20 mL), dried over anhydrous sod... Starting materials: O1CCN(CC1)C=1C=2N(C(=CN1)C=1C=CC(=NC1)NC(OC(C)(C)C)=O)C=C(N2)COC2=NC1=CC=CC=C1C=C2 (tert-Butyl (5-(8-morpholino-2-((quinolin-2-yloxy)methyl)imidazo[1,2-a]pyrazin-5-yl)pyridin-2-yl)carbamate), [H-].[Na+] (sodium hydride), BrCC(=O)OC(C)(C)C (tert-Butyl bromoacetate). Solvent: CCOC(=O)C (EtOAc), CN(C)C=O (DMF). Conditions: time 5 hour. Product: C(C)(C)(C)OC(=O)N(CC(=O)OC(C)(C)C)C1=NC=C(C=C1)C1=CN=C(C=2N1C=C(N2)COC2=NC1=CC=CC=C1C=C2)N2CCOCC2 (tert-butyl 2-((tert-butoxycarbonyl)(5-(8-morpholino-2-((quinolin-2-yloxy)methyl)imidazo[1,2-a]pyrazin-5-yl)pyridin-2-yl)amino)acetate). RXN SMILES: [O:1]1[CH2:6][CH2:5][N:4]([C:7]2[C:8]3[N:9]([CH:27]=[C:28]([CH2:30][O:31][C:32]4[CH:41]=[CH:40][C:39]5[C:34](=[CH:35][CH:36]=[CH:37][CH:38]=5)[N:33]=4)[N:29]=3)[C:10]([C:13]3[CH:14]=[CH:15][C:16]([NH:19][C:20](=[O:26])[O:21][C:22]([CH3:25])([CH3:24])[CH3:23])=[N:17][CH:18]=3)=[CH:11][N:12]=2)[CH2:3][CH2:2]1.[H-].[Na+].Br[CH2:45][C:46]([O:48][C:49]([CH3:52])([CH3:51])[CH3:50])=[O:47]>CN(C=O)C.CCOC(C)=O>[C:22]([O:21][C:20]([N:19]([C:16]1[CH:15]=[CH:14][C:13]([C:10]2[N:9]3[CH:27]=[C:28]([CH2:30][O:31][C:32]4[CH:41]=[CH:40][C:39]5[C:34](=[CH:35][CH:36]=[CH:37][CH:38]=5)[N:33]=4)[N:29]=[C:8]3[C:7]([N:4]3[CH2:5][CH2:6][O:1][CH2:2][CH2:3]3)=[N:12][CH:11]=2)=[CH:18][N:17]=1)[CH2:45][C:46]([O:48][C:49]([CH3:52])([CH3:51])[CH3:50])=[O:47])=[O:26])([CH3:23])([CH3:25])[CH3:24] |f:1.2|. Procedure details: Compound 48a (200.0 mg, 0.450 mmol) was treated with 60% sodium hydride (19.2 mg, 0.48 mmol) in DMF (5 mL) for 15 min. tert-Butyl bromoacetate (25.6 mg, 0.25 mmol) was then added, and the resulting mixture was stirred for 5 h at rt. The reaction was diluted with EtOAc and washed with water. The organic layer was washed with brine, dried over Na2SO4, filtered, and concentrated under reduced pressure. The residue was purified by flash column chromatography on silica gel (0-100% EtOAc/heptanes) to ... The reactants are C1CCCC2=CC=3C(C4=CC=5CC6=CC=7CCCCC7C=C6C(C5C=C4CC3C=C12)=O)=O (1,2,3,4,8,10,11,12,13,17-decahydroheptacen-6,15-dione), C1CCCC2=CC=3C(C4=CC=5C(C6=CC=7CCCCC7C=C6CC5C=C4CC3C=C12)=O)=O (1,2,3,4,10,11,12,13-octahydroheptacen-6,8(15H,17H)-dione). Run in COCCOCCOC (2-methoxyethyl ether). Reaction conditions: temperature 60 celsius, time 30 minute. Product: C1CCCC2=CC3=CC4=CC5=CC6=CC=7CCCCC7C=C6C=C5C=C4C=C3C=C12 (1,2,3,4,10,11,12,13-octahydroheptacene). RXN SMILES: [CH2:1]1[C:30]2[C:5](=[CH:6][C:7]3[C:8](=O)[C:9]4[C:26]([CH2:27][C:28]=3[CH:29]=2)=[CH:25][C:24]2[C:23](=O)[C:22]3[C:13](=[CH:14][C:15]5[CH2:16][CH2:17][CH2:18][CH2:19][C:20]=5[CH:21]=3)[CH2:12][C:11]=2[CH:10]=4)[CH2:4][CH2:3][CH2:2]1.C1C2C(=CC3C(=O)C4C(CC=3C=2)=CC2CC3C(=CC5CCCCC=5C=3)C(=O)C=2C=4)CCC1>COCCOCCOC>[CH2:16]1[C:15]2[C:20](=[CH:21][C:22]3[C:13]([CH:14]=2)=[CH:12][C:11]2[C:24](=[CH:25][C:26]4[C:9]([CH:10]=2)=[CH:8][C:7]2[C:28](=[CH:29][C:30]5[CH2:1][CH2:2][CH2:3][CH2:4][C:5]=5[CH:6]=2)[CH:27]=4)[CH:23]=3)[CH2:19][CH2:18][CH2:17]1. Reported procedure: A mixture of 1.0 gram of 1,2,3,4,8,10,11,12,13,17-decahydroheptacen-6,15-dione and 1,2,3,4,10,11,12,13-octahydroheptacen-6,8(15H,17H)-dione and 20 mL of 2-methoxyethyl ether was stirred and flushed with nitrogen for 15 minutes. To this was added 0.766 grams of sodium borohydride. The resulting mixture was stirred overnight at room temperature. To the mixture was added 7.2 mL of methanol and stirring was continued for 30 minutes. To the resulting mixture was added 0.2 grams of sodium borohydride,... Reactants: CN(Cc1ccccc1)C(=O)C(Cc1ccccc1)N(CC=O)C(=O)OC(C)(C)C, Cl, NCCc1c[nH]c2ccccc12. The product is CN(Cc1ccccc1)C(=O)C(Cc1ccccc1)N(CCNCCc1c[nH]c2ccccc12)C(=O)OC(C)(C)C. Reaction SMILES: [CH2:14]([c:15]1[cH:16][cH:17][cH:18][cH:19][cH:20]1)[N:21]([C:22]([CH:23]([CH2:24][c:25]1[cH:26][cH:27][cH:28][cH:29][cH:30]1)[N:31]([C:32](=[O:33])[O:34][C:35]([CH3:36])([CH3:37])[CH3:38])[CH2:39][CH:40]=[O:41])=[O:42])[CH3:43].[ClH:1].[nH:2]1[cH:3][c:4]([CH2:11][CH2:12][NH2:13])[c:5]2[cH:6][cH:7][cH:8][cH:9][c:10]12>>[nH:2]1[cH:3][c:4]([CH2:11][CH2:12][NH:13][CH2:40][CH2:39][N:31]([CH:23]([C:22]([N:21]([CH2:14][c:15]2[cH:16][cH:17][cH:18][cH:19][cH:20]2)[CH3:43])=[O:42])[CH2:24][c:25]2[cH:26][cH:27][cH:28][cH:29][cH:30]2)[C:32](=[O:33])[O:34][C:35]([CH3:36])([CH3:37])[CH3:38])[c:5]2[cH:6][cH:7][cH:8][cH:9][c:10]12.